This data is from the Open Reaction Database (ORD), a public repository of structured organic reaction records. The task is: describe an organic reaction: reactants, conditions, products, and yield Reactants: [N+](=O)([O-])C1=C(C(=O)CC(=O)OCC)C=CC=C1 (ethyl 2-(2-nitrobenzoyl)acetate), C(CC)(=O)[O-] (propionate), C(CCC)(=O)[O-] (butyrate), ( XIV ), Cl.NO (hydroxylamine hydrochloride), C(C)(=O)[O-].[Na+] (sodium acetate), 5-halo-3-phenylisoxazoles, 15a, 15a, 15b. The solvent is C(C)O (ethanol). Yields the product [N+](=O)([O-])C1=C(C=CC=C1)C1=NOC(C1)=O (3-(2-nitrophenyl)isoxazolin-5-one), ( XXVI ). RXN SMILES: [N+:1]([C:4]1[CH:17]=[CH:16][CH:15]=[CH:14][C:5]=1[C:6]([CH2:8][C:9]([O:11]CC)=[O:10])=O)([O-:3])=[O:2].C([O-])(=O)CC.C([O-])(=O)CCC.Cl.[NH2:30]O.C([O-])(=O)C.[Na+]>C(O)C>[N+:1]([C:4]1[CH:17]=[CH:16][CH:15]=[CH:14][C:5]=1[C:6]1[CH2:8][C:9](=[O:10])[O:11][N:30]=1)([O-:3])=[O:2] |f:3.4,5.6|. Reported procedure: The reactions of Equations 15a and 15b above can be run by procedures similar to those described in U.S. Pat. No. 3,781,438 for the preparation of 5-halo-3-phenylisoxazoles. Thus, in reaction 15a, an ethyl 2-(2-nitrobenzoyl)acetate, propionate or butyrate of Formula (XIV) is reacted with hydroxylamine hydrochloride and sodium acetate in ethanol at reflux for 0.5 to 5 hours to form a 3-(2-nitrophenyl)isoxazolin-5-one of Formula (XXVI). In reaction 15b, XXVI is reacted with an equimolar amount of ... Reactants: C[Si](C)(C)C=[N+]=[N-], CO, CCOCC, CCOC(C)=O, Nc1cccnc1C(=O)O. Product: COC(=O)c1ncccc1N. As a reaction SMILES: [CH3:11][Si:12]([CH:13]=[N+:14]=[N-:15])([CH3:16])[CH3:17].[CH3:18][OH:19].[CH3:20][CH2:21][O:22][CH2:23][CH3:24].[CH3:25][CH2:26][O:27][C:28](=[O:29])[CH3:30].[NH2:1][c:2]1[c:3]([C:8](=[O:9])[OH:10])[n:4][cH:5][cH:6][cH:7]1>>[NH2:1][c:2]1[c:3]([C:8]([O:9][CH3:11])=[O:10])[n:4][cH:5][cH:6][cH:7]1. Reactants: ClC=1N=C2N[C@H](C(NC2=CC1)=O)C ((3S)-6-Chloro-3-methyl-3,4-dihydro-1,4,5-triazanaphthalen-2(1H)-one), C(C)(=O)O[BH-](OC(C)=O)OC(C)=O.[Na+] (sodium triacetoxyborohydride), CC(=CC=O)C (3,3-dimethylacrolein), FC(C(=O)O)(F)F (trifluoroacetic acid), C([O-])(O)=O.[Na+] (sodium bicarbonate). The solvent is ClCCCl (1,2-dichloroethane). Product: ClC=1N=C2N([C@H](C(NC2=CC1)=O)C)CC=C(C)C ((3S)-6-Chloro-3-methyl-4-(3-methyl-2-butenyl)-3,4-dihydro-1,4,5-triazanaphthalen-2(1H)-one). The yield is 48.9%. Reaction SMILES: [Cl:1][C:2]1[N:3]=[C:4]2[C:9](=[CH:10][CH:11]=1)[NH:8][C:7](=[O:12])[C@H:6]([CH3:13])[NH:5]2.[CH3:14][C:15]([CH3:19])=[CH:16][CH:17]=O.FC(F)(F)C(O)=O.C(O[BH-](OC(=O)C)OC(=O)C)(=O)C.[Na+].C(=O)(O)[O-].[Na+]>ClCCCl>[Cl:1][C:2]1[N:3]=[C:4]2[C:9](=[CH:10][CH:11]=1)[NH:8][C:7](=[O:12])[C@H:6]([CH3:13])[N:5]2[CH2:17][CH:16]=[C:15]([CH3:19])[CH3:14] |f:3.4,5.6|. Reported procedure: The compound of Example 2 (988 mg, 5.0 mmol) was suspended in 40 ml of anhydrous 1,2-dichloroethane. While stirring, 840 mg (10 mmol) of 3,3-dimethylacrolein and subsequently 1.9 ml (25 mmol) of trifluoroacetic acid were added. The mixture was cooled in an ice bath, 2.1 g (10 mmol) of sodium triacetoxyborohydride were introduced in portions, and the mixture was stirred at 0° C. for 1 h and at room temperature for a further 3 h. The reaction mixture was then added to about 150 ml of saturated aqu...